Dataset: the Open Reaction Database (ORD), a public repository of structured organic reaction records. Task: describe an organic reaction: reactants, conditions, products, and yield Starting materials: C[O-].[Li+] (lithium methoxide), Cl (hydrochloric acid), C(=O)C1=C(OC(C(=O)O)(C)C)C=C(C(=C1)C=1SC=CC1)OC (2-(2-Formyl-5-methoxy-4-thiophen-2-yl-phenoxy)-2-methyl-propionic acid), C(C)(=O)C1=CC=C(C(=O)O)C=C1 (4-acetylbenzoic acid). The solvent is CN(C=O)C.CO (dimethylformamide methanol), O (water). Run at time 2 hour. The product is C(=O)(O)C(C)(OC1=C(C=C(C(=C1)OC)C=1SC=CC1)/C=C/C(=O)C1=CC=C(C(=O)O)C=C1)C (4-{3E-[2-(1-Carboxy-1-methyl-ethoxy)-4-methoxy-5-thiophen-2-yl-phenyl]-acryloyl}-benzoic acid). The yield is 82.4%. Reaction SMILES: [CH:1]([C:3]1[CH:15]=[C:14]([C:16]2[S:17][CH:18]=[CH:19][CH:20]=2)[C:13]([O:21][CH3:22])=[CH:12][C:4]=1[O:5][C:6]([CH3:11])([CH3:10])[C:7]([OH:9])=[O:8])=O.[C:23]([C:26]1[CH:34]=[CH:33][C:29]([C:30]([OH:32])=[O:31])=[CH:28][CH:27]=1)(=[O:25])[CH3:24].C[O-].[Li+].Cl>CN(C)C=O.CO.O>[C:7]([C:6]([CH3:11])([O:5][C:4]1[CH:12]=[C:13]([O:21][CH3:22])[C:14]([C:16]2[S:17][CH:18]=[CH:19][CH:20]=2)=[CH:15][C:3]=1/[CH:1]=[CH:24]/[C:23]([C:26]1[CH:34]=[CH:33][C:29]([C:30]([OH:32])=[O:31])=[CH:28][CH:27]=1)=[O:25])[CH3:10])([OH:9])=[O:8] |f:2.3,5.6|. Procedure: 2-(2-Formyl-5-methoxy-4-thiophen-2-yl-phenoxy)-2-methyl-propionic acid (Ex-59B, 0.12 g, 0.39 mmol) and 4-acetylbenzoic acid (0.064 g, 0.39 mmol) were dissolved in a dimethylformamide-methanol solution (2.7 mL, 7:3). After complete dissolution, lithium methoxide (0.060 g, 1.6 mmol) was added and the resulting bright orange slurry was stirred in the dark at room temperature for 2 h. Upon completion, as determined by HPLC, the mixture was diluted with water (15 mL), acidified with a 1 N hydrochlori... The reactants are O(C1=CC=CC=C1)CC(=O)Cl (phenoxyacetyl chloride), NC1=C2C(N(C(C2=CC=C1)=O)C1C(NC(CC1)=O)=O)=O (4-amino-2-(2,6-dioxo(3-piperidyl))isoindoline-1,3-dione), CO (methanol). The solvent is C(C)OCC (diethyl ether), C1CCOC1 (THF). Conditions: time 1 hour. Yields the product O=C1NC(CCC1N1C(C2=CC=CC(=C2C1=O)NC(COC1=CC=CC=C1)=O)=O)=O (N-[2-(2,6-Dioxo-piperidin-3-yl)-1,3-dioxo-2,3-dihydro-1H-isoindol-4-yl]-2-phenoxy-acetamide). Yield: 93.3%. RXN SMILES: [NH2:1][C:2]1[CH:10]=[CH:9][CH:8]=[C:7]2[C:3]=1[C:4](=[O:20])[N:5]([CH:12]1[CH2:17][CH2:16][C:15](=[O:18])[NH:14][C:13]1=[O:19])[C:6]2=[O:11].[O:21]([CH2:28][C:29](Cl)=[O:30])[C:22]1[CH:27]=[CH:26][CH:25]=[CH:24][CH:23]=1.CO>C1COCC1.C(OCC)C>[O:19]=[C:13]1[CH:12]([N:5]2[C:4](=[O:20])[C:3]3[C:7](=[CH:8][CH:9]=[CH:10][C:2]=3[NH:1][C:29](=[O:30])[CH2:28][O:21][C:22]3[CH:27]=[CH:26][CH:25]=[CH:24][CH:23]=3)[C:6]2=[O:11])[CH2:17][CH2:16][C:15](=[O:18])[NH:14]1. Reported procedure: To a suspension of 4-amino-2-(2,6-dioxo(3-piperidyl))isoindoline-1,3-dione (0.55 g, 2 mmol) in THF (30 ml) was added phenoxyacetyl chloride (0.55 ml, 4 mmol). The mixture was heated to reflux for 18 hours. The reaction was cooled to room temperature, methanol (2 ml) was added, and the mixture stirred for 1 hour. The solvent was evaporated in vacuo leaving a solid which was slurried in diethyl ether (20 ml) and filtered to give 0.76 g (93%) of product as an off-white solid: mp 236–238 ° C.; 1H NM...